From a dataset of the Open Reaction Database (ORD), a public repository of structured organic reaction records. describe an organic reaction: reactants, conditions, products, and yield As a reaction SMILES: [CH3:32][OH:33].[Cl:1][c:2]1[cH:3][c:4]([CH:11]2[CH2:12][CH2:13][CH:14]([C:24](=[O:25])[O:26][C:27]([CH3:28])([CH3:29])[CH3:30])[N:15]([C:17](=[O:18])[O:19][C:20]([CH3:21])([CH3:22])[CH3:23])[CH2:16]2)[n:5][c:6]2[n:7]1[n:8][cH:9][cH:10]2.[NH3:31]>>[c:2]1([NH2:31])[cH:3][c:4]([CH:11]2[CH2:12][CH2:13][CH:14]([C:24](=[O:25])[O:26][C:27]([CH3:28])([CH3:29])[CH3:30])[N:15]([C:17](=[O:18])[O:19][C:20]([CH3:21])([CH3:22])[CH3:23])[CH2:16]2)[n:5][c:6]2[n:7]1[n:8][cH:9][cH:10]2. Reactants: CO, CC(C)(C)OC(=O)C1CCC(c2cc(Cl)n3nccc3n2)CN1C(=O)OC(C)(C)C, N. Yields the product CC(C)(C)OC(=O)C1CCC(c2cc(N)n3nccc3n2)CN1C(=O)OC(C)(C)C. Reactants: CC(C)(C)c1cc(C=C2SCNC2=O)cc(C(C)(C)C)c1O, CSCCCl, ClC(Cl)Cl, [H-], [Na+], CN(C)C=O. Product: CSCCN1CSC(=Cc2cc(C(C)(C)C)c(O)c(C(C)(C)C)c2)C1=O. Reaction SMILES: [CH3:1][C:2]([CH3:3])([CH3:4])[c:5]1[cH:6][c:7]([CH:16]=[C:17]2[C:18](=[O:22])[NH:19][CH2:20][S:21]2)[cH:8][c:9]([C:12]([CH3:13])([CH3:14])[CH3:15])[c:10]1[OH:11].[CH3:25][S:26][CH2:27][CH2:28][Cl:29].[CH:30]([Cl:31])([Cl:32])[Cl:33].[H-:23].[Na+:24].[O:34]=[CH:35][N:36]([CH3:37])[CH3:38]>>[CH3:1][C:2]([CH3:3])([CH3:4])[c:5]1[cH:6][c:7]([CH:16]=[C:17]2[C:18](=[O:22])[N:19]([CH2:28][CH2:27][S:26][CH3:25])[CH2:20][S:21]2)[cH:8][c:9]([C:12]([CH3:13])([CH3:14])[CH3:15])[c:10]1[OH:11]. Reactants: CC(Cc1c[nH]c2ccccc12)NC(=O)NCC1CCC(c2ccccc2)(N(C)C)CC1, CCOCC, CCC(C)=O, C[Si](C)(C)Cl. Product: CC(Cc1c[nH]c2ccccc12)NC(=O)NCC1CCC(c2ccccc2)(N(C)C)CC1, Cl. Reaction SMILES: [CH3:1][N:2]([C:3]1([c:26]2[cH:27][cH:28][cH:29][cH:30][cH:31]2)[CH2:4][CH2:5][CH:6]([CH2:9][NH:10][C:11](=[O:12])[NH:13][CH:14]([CH2:15][c:16]2[cH:17][nH:18][c:19]3[cH:20][cH:21][cH:22][cH:23][c:24]23)[CH3:25])[CH2:7][CH2:8]1)[CH3:32].[CH3:38][CH2:39][O:40][CH2:41][CH3:42].[CH3:43][C:44]([CH2:45][CH3:46])=[O:47].[Cl:33][Si:34]([CH3:35])([CH3:36])[CH3:37]>>[CH3:1][N:2]([C:3]1([c:26]2[cH:27][cH:28][cH:29][cH:30][cH:31]2)[CH2:4][CH2:5][CH:6]([CH2:9][NH:10][C:11](=[O:12])[NH:13][CH:14]([CH2:15][c:16]2[cH:17][nH:18][c:19]3[cH:20][cH:21][cH:22][cH:23][c:24]23)[CH3:25])[CH2:7][CH2:8]1)[CH3:32].[ClH:33]. Reactants: COC(=O)c1cc(-c2ccc(C)cc2)cc(-n2c(=O)oc3ccccc32)c1, [Li+], CN(C)C=O, [OH-]. Product: Cc1ccc(-c2cc(C(=O)O)cc(-n3c(=O)oc4ccccc43)c2)cc1. RXN SMILES: [CH3:1][O:2][C:3](=[O:4])[c:5]1[cH:6][c:7](-[c:21]2[cH:22][cH:23][c:24]([CH3:27])[cH:25][cH:26]2)[cH:8][c:9](-[n:11]2[c:12](=[O:20])[o:13][c:14]3[c:15]2[cH:16][cH:17][cH:18][cH:19]3)[cH:10]1.[Li+:29].[O:30]=[CH:31][N:32]([CH3:33])[CH3:34].[OH-:28]>>[O:2]=[C:3]([OH:4])[c:5]1[cH:6][c:7](-[c:21]2[cH:22][cH:23][c:24]([CH3:27])[cH:25][cH:26]2)[cH:8][c:9](-[n:11]2[c:12](=[O:20])[o:13][c:14]3[c:15]2[cH:16][cH:17][cH:18][cH:19]3)[cH:10]1. Product: ClC1=C(C=C(C=C1)N1C(N(C(=CC1=O)C(F)(F)F)C)=O)C=C(C(=O)OCCCC)Cl (3-[4-Chloro-3-(2-chloro-2-butoxycarbonylethen-1-yl)-phenyl]-2,4-dioxo-1-methyl-6-trifluoromethyl-1,2,3,4-tetrahydropyrimidine). Reaction conditions: time 5 hour. As a reaction SMILES: [CH3:1][CH2:2]CC[O-].[Na+].[Cl:7][C:8]1[CH:13]=[CH:12][C:11]([N:14]2[C:19](=[O:20])[CH:18]=[C:17]([C:21]([F:24])([F:23])[F:22])[N:16]([CH3:25])[C:15]2=[O:26])=[CH:10][C:9]=1[CH:27]=[C:28]([Cl:34])[C:29]([O:31][CH2:32][CH3:33])=[O:30].Cl.O>C(O)CCC>[Cl:7][C:8]1[CH:13]=[CH:12][C:11]([N:14]2[C:19](=[O:20])[CH:18]=[C:17]([C:21]([F:24])([F:23])[F:22])[N:16]([CH3:25])[C:15]2=[O:26])=[CH:10][C:9]=1[CH:27]=[C:28]([Cl:34])[C:29]([O:31][CH2:32][CH2:33][CH2:1][CH3:2])=[O:30] |f:0.1|. Run in C(CCC)O (n-butanol), C(CCC)O (n-butanol), petroleum ether. Starting materials: CCCC[O-].[Na+] (sodium n-butylate), ClC1=C(C=C(C=C1)N1C(N(C(=CC1=O)C(F)(F)F)C)=O)C=C(C(=O)OCC)Cl (3-[4-chloro-3-(2-chloro-2-ethoxycarbonylethen-1-yl)-phenyl]-2,4-dioxo-1-methyl-6-trifluoromethyl-1,2,3,4-tetrahydropyrimidine), O (water), Cl (hydrochloric acid). Procedure: 50 ml of a sodium n-butylate solution in n-butanol (prepared from 0.3 g of 80% strength sodium hydride and 50 ml of n-butanol) were added to a solution of 4.4 g of 3-[4-chloro-3-(2-chloro-2-ethoxycarbonylethen-1-yl)-phenyl]-2,4-dioxo-1-methyl-6-trifluoromethyl-1,2,3,4-tetrahydropyrimidine in 50 ml of n-butanol, and stirring was carried out for 5 hours at room temperature. Thereafter, the mixture was neutralized with 10% strength hydrochloric acid at 0-5° C. and the resulting solution was stirred... Reactants: c1ccc(CN2CCc3c(oc4ccccc34)C2)cc1, COC(=O)Cl, CC(Cl)Cl. Reaction SMILES: [CH2:1]([c:2]1[cH:3][cH:4][cH:5][cH:6][cH:7]1)[N:8]1[CH2:9][c:10]2[c:11]([c:14]3[c:15]([o:16]2)[cH:17][cH:18][cH:19][cH:20]3)[CH2:12][CH2:13]1.[Cl:21][C:22](=[O:23])[O:24][CH3:25].[Cl:26][CH:27]([Cl:28])[CH3:29]>>[N:8]1([C:22](=[O:23])[O:24][CH3:25])[CH2:9][c:10]2[c:11]([c:14]3[c:15]([o:16]2)[cH:17][cH:18][cH:19][cH:20]3)[CH2:12][CH2:13]1. Yields the product COC(=O)N1CCc2c(oc3ccccc23)C1. Starting materials: [Cl-].[NH4+] (ammonium chloride), ClCCl (dichloromethane), C(C[C@H](C)O)O ((S)-1,3-butanediol), C(C)(C)(C)[Si](C1=CC=CC=C1)(C1=CC=CC=C1)Cl (tert-butylchlorodiphenylsilane). Run in C(C)N(CC)CC (triethylamine). Reaction conditions: time 8 hour. Yields the product [Si](C1=CC=CC=C1)(C1=CC=CC=C1)(C(C)(C)C)OCC[C@H](C)O ((2S)-4-{[tert-butyl(diphenyl)silyl]oxy}butan-2-ol). As a reaction SMILES: ClCCl.[CH2:4]([OH:9])[CH2:5][C@@H:6]([OH:8])[CH3:7].[C:10]([Si:14](Cl)([C:21]1[CH:26]=[CH:25][CH:24]=[CH:23][CH:22]=1)[C:15]1[CH:20]=[CH:19][CH:18]=[CH:17][CH:16]=1)([CH3:13])([CH3:12])[CH3:11].[Cl-].[NH4+]>C(N(CC)CC)C>[Si:14]([O:9][CH2:4][CH2:5][C@@H:6]([OH:8])[CH3:7])([C:10]([CH3:13])([CH3:12])[CH3:11])([C:21]1[CH:22]=[CH:23][CH:24]=[CH:25][CH:26]=1)[C:15]1[CH:20]=[CH:19][CH:18]=[CH:17][CH:16]=1 |f:3.4|. Procedure: Under ice cooling, to a dichloromethane solution (20.0 ml) of (S)-1,3-butanediol (519 mg) were added triethylamine (1.04 ml) and tert-butylchlorodiphenylsilane (1.63 ml), followed by stirring at room temperature overnight. The reaction solution was poured into a saturated aqueous ammonium chloride solution, and extracted with ethyl acetate. The organic layer was washed with saturated sodium chloride solution, dried over anhydrous sodium sulfate, and concentrated under reduced pressure. The resul... Starting materials: N1=CC=CC=C1 (Pyridine), C(C)NS(=O)(=O)C (N-ethylmethanesulfonamide), CNC(OC1=CC(=CC=C1)C(C)C)=O (3-isopropylphenyl methylcarbamate), N1=CC=CC=C1 (pyridine), S(=O)(Cl)Cl (thionyl chloride). The solvent is O1CCCC1 (tetrahydrofuran). Conditions: time 5 hour. The product is CS(=O)(=O)N(S(=O)N(C(OC1=CC(=CC=C1)C(C)C)=O)C)CC (3-isopropylphenyl N-(N'-methanesulfonyl-N'-ethylaminosulfinyl)-N-methylcarbamate). Reaction SMILES: [CH3:1][NH:2][C:3](=[O:14])[O:4][C:5]1[CH:10]=[CH:9][CH:8]=[C:7]([CH:11]([CH3:13])[CH3:12])[CH:6]=1.N1C=CC=CC=1.[S:21](Cl)(Cl)=[O:22].[CH2:25]([NH:27][S:28]([CH3:31])(=[O:30])=[O:29])[CH3:26]>O1CCCC1>[CH3:31][S:28]([N:27]([CH2:25][CH3:26])[S:21]([N:2]([CH3:1])[C:3](=[O:14])[O:4][C:5]1[CH:10]=[CH:9][CH:8]=[C:7]([CH:11]([CH3:12])[CH3:13])[CH:6]=1)=[O:22])(=[O:30])=[O:29]. Procedure details: To a solution of 3-isopropylphenyl methylcarbamate (3.9 g, 0.02 mol) in 20 ml dry tetrahydrofuran, was added pyridine (1.9 g, 0.024 mol) followed by thionyl chloride (2.5 g, 0.021 mol). The mixture was stirred at room temperature for 5 hours. Pyridine (1.9 g, 0.024 mol) was added and followed by N-ethylmethanesulfonamide (2.7 g, 0.022 mol) and stirring of the reaction mixture was continued for an additional 10 hours. The reactants are CC1(NC(CC(C1)N1C(CCCCC1)=O)(C)C)C (N-(2,2,6,6-tetramethylpiperidine-4-yl)-ε-caprolactam), Mo(CO)6, C(C)(C)(C)OO (tert-butylhydroperoxide). The reagents and catalysts are [C-]#[O+].[C-]#[O+].[C-]#[O+].[C-]#[O+].[C-]#[O+].[C-]#[O+].[Mo] (molybdenum hexacarbonyl). The product is ON1C(CC(CC1(C)C)N1C(CCCCC1)=O)(C)C (N-(1-oxyl-2,2,6,6-tetramethylpiperidin-4-yl)-ε-caprolactam). RXN SMILES: [CH3:1][C:2]1([CH3:18])[CH2:7][CH:6]([N:8]2[CH2:14][CH2:13][CH2:12][CH2:11][CH2:10][C:9]2=[O:15])[CH2:5][C:4]([CH3:17])([CH3:16])[NH:3]1.C([O:23]O)(C)(C)C>[C-]#[O+].[C-]#[O+].[C-]#[O+].[C-]#[O+].[C-]#[O+].[C-]#[O+].[Mo]>[OH:23][N:3]1[C:4]([CH3:17])([CH3:16])[CH2:5][CH:6]([N:8]2[CH2:14][CH2:13][CH2:12][CH2:11][CH2:10][C:9]2=[O:15])[CH2:7][C:2]1([CH3:18])[CH3:1] |f:2.3.4.5.6.7.8|. Procedure details: A sample of 25.2 g (0.1 mole) of N-(2,2,6,6-tetramethylpiperidine-4-yl)-ε-caprolactam is refluxed for 2 hours with 50 ml of 4M tert-butylhydroperoxide in the presence of 0.2 g of molybdenum hexacarbonyl, Mo(CO)6 as described in Example 1, to provide 26.6 g of red solid (99% crude yield). Crystallization from hexane gives orange crystals, m.p. 152°-159° C. The reactants are CC(=O)OC(C)=O, CC(=O)N1c2ccccc2-c2c(N)cnn2C1C, c1ccncc1. The product is CC(=O)Nc1cnn2c1-c1ccccc1N(C(C)=O)C2C. As a reaction SMILES: [CH3:19][C:20](=[O:21])[O:22][C:23](=[O:24])[CH3:25].[NH2:1][c:2]1[cH:3][n:4][n:5]2[c:14]1-[c:13]1[c:8]([cH:9][cH:10][cH:11][cH:12]1)[N:7]([C:15]([CH3:16])=[O:17])[CH:6]2[CH3:18].[cH:26]1[cH:27][cH:28][n:29][cH:30][cH:31]1>>[NH:1]([c:2]1[cH:3][n:4][n:5]2[c:14]1-[c:13]1[c:8]([cH:9][cH:10][cH:11][cH:12]1)[N:7]([C:15]([CH3:16])=[O:17])[CH:6]2[CH3:18])[C:20]([CH3:19])=[O:21].